From a dataset of the Open Reaction Database (ORD), a public repository of structured organic reaction records. describe an organic reaction: reactants, conditions, products, and yield Reactants: CC[Zn]CC, ClCCl, Cl, Fc1ccc(C2=CCNCC2)cc1, ICI, O=C(O)C(F)(F)F. The product is Fc1ccc(C23CCNCC2C3)cc1. As a reaction SMILES: [CH3:1][CH2:2][Zn:3][CH2:4][CH3:5].[Cl:30][CH2:31][Cl:32].[ClH:29].[F:16][c:17]1[cH:18][cH:19][c:20]([C:23]2=[CH:28][CH2:27][NH:26][CH2:25][CH2:24]2)[cH:21][cH:22]1.[I:13][CH2:14][I:15].[OH:6][C:7]([C:8]([F:9])([F:10])[F:11])=[O:12]>>[CH2:1]1[C:23]2([c:20]3[cH:19][cH:18][c:17]([F:16])[cH:22][cH:21]3)[CH:24]1[CH2:25][NH:26][CH2:27][CH2:28]2. The reactants are Cl.CS(=O)(=O)NC1=CC=C(C(=O)C2CCNCC2)C=C1 (4-(4-methylsulfonylaminobenzoyl)piperidine hydrochloride), C([O-])([O-])=O.[K+].[K+] (potassium carbonate), BrCC(=O)C1=CN=C2N1C=CC=C2 (3-bromoacetylimidazo[1,2-a]pyridine). Run in CN(C=O)C (dimethylformamide). Conditions: temperature 80 celsius, time 1 hour. Yields the product Cl.Cl.N=1C=C(N2C1C=CC=C2)CC(=O)N2CCC(CC2)C(C2=CC=C(C=C2)NS(=O)(=O)C)=O (1-[2-(3-Imidazo[1,2-a]pyridyl)-1-oxoethyl]-4-(4-methylsulfonylaminobenzoyl)piperidine dihydrochloride). The yield is 113.6%. RXN SMILES: [ClH:1].[CH3:2][S:3]([NH:6][C:7]1[CH:20]=[CH:19][C:10]([C:11]([CH:13]2[CH2:18][CH2:17][NH:16][CH2:15][CH2:14]2)=[O:12])=[CH:9][CH:8]=1)(=[O:5])=[O:4].[C:21](=[O:24])([O-])[O-].[K+].[K+].BrC[C:29]([C:31]1[N:35]2[CH:36]=[CH:37][CH:38]=[CH:39][C:34]2=[N:33][CH:32]=1)=O>CN(C)C=O>[ClH:1].[ClH:1].[N:33]1[CH:32]=[C:31]([CH2:29][C:21]([N:16]2[CH2:17][CH2:18][CH:13]([C:11](=[O:12])[C:10]3[CH:9]=[CH:8][C:7]([NH:6][S:3]([CH3:2])(=[O:4])=[O:5])=[CH:20][CH:19]=3)[CH2:14][CH2:15]2)=[O:24])[N:35]2[CH:36]=[CH:37][CH:38]=[CH:39][C:34]=12 |f:0.1,2.3.4,7.8.9|. Procedure details: A suspension comprising 1.91 g (6.0 mmol) of 4-(4-methylsulfonylaminobenzoyl)piperidine hydrochloride, 3.0 g of potassium carbonate and 40 ml of dimethylformamide was stirred at 80° C. for 1 h. After cooling to room temperature, 1.99 g of 3-bromoacetylimidazo[1,2-a]pyridine prepared in the above step (i) was added thereto and the mixture was stirred at room temperature for 6 h. The reaction mixture was filtered and the filtrate was concentrated to obtain a solid residue, which was then purified ... Reactants: CO, [H][H], Cl[Pd]Cl, CC(NCC=Cc1cccc(C(F)(F)F)c1)c1cccc2ccccc12. Yields the product CC(NCCCc1cccc(C(F)(F)F)c1)c1cccc2ccccc12. Reaction SMILES: [CH3:29][OH:30].[H:27][H:28].[Pd:31]([Cl:32])[Cl:33].[c:1]1([CH:11]([CH3:12])[NH:13][CH2:14][CH:15]=[CH:16][c:17]2[cH:18][c:19]([C:23]([F:24])([F:25])[F:26])[cH:20][cH:21][cH:22]2)[cH:2][cH:3][cH:4][c:5]2[cH:6][cH:7][cH:8][cH:9][c:10]12>>[c:1]1([CH:11]([CH3:12])[NH:13][CH2:14][CH2:15][CH2:16][c:17]2[cH:18][c:19]([C:23]([F:24])([F:25])[F:26])[cH:20][cH:21][cH:22]2)[cH:2][cH:3][cH:4][c:5]2[cH:6][cH:7][cH:8][cH:9][c:10]12. The reactants are [Cl-].FC1=CC=C(C[Zn+])C=C1 (4-Fluorobenzylzinc chloride), ClC=1C=CC2=C(N=CC3=C(N2Cl)C=CC=C3)C1 (8,5-Dichloro-5H-dibenzo[b,e][1,4]diazepine). The product is ClC=1C=CC2=C(N=C(C3=C(N2)C=CC=C3)CC3=CC=C(C=C3)F)C1 (8-Chloro-11-(4-fluorobenzyl)-5H-dibenzo[b,e][1,4]diazepine). Yield: 77.2%. Reaction SMILES: [Cl-].[F:2][C:3]1[CH:10]=[CH:9][C:6]([CH2:7][Zn+])=[CH:5][CH:4]=1.[Cl:11][C:12]1[CH:13]=[CH:14][C:15]2[N:21](Cl)[C:20]3[CH:23]=[CH:24][CH:25]=[CH:26][C:19]=3[CH:18]=[N:17][C:16]=2[CH:27]=1>>[Cl:11][C:12]1[CH:13]=[CH:14][C:15]2[NH:21][C:20]3[CH:23]=[CH:24][CH:25]=[CH:26][C:19]=3[C:18]([CH2:7][C:6]3[CH:9]=[CH:10][C:3]([F:2])=[CH:4][CH:5]=3)=[N:17][C:16]=2[CH:27]=1 |f:0.1|. Procedure details: 4-Fluorobenzylzinc chloride (0.8 ml, 0.5 M in THF, 0.4 mmol) and 8,5-dichloro-5H-dibenzo[b,e][1,4]diazepine (160FE64) (53 mg, 0.2 mmol) were reacted according GP10 to give 52 mg of the title compound (160FE59). MS (ESI) 337 (MH+). Purity for MH+ (UV/MS) 90/90.